Dataset: the Open Reaction Database (ORD), a public repository of structured organic reaction records. Task: describe an organic reaction: reactants, conditions, products, and yield The reactants are Intermediate 61, CC(C)(C)N(C([O-])=O)[C@@H](C(=O)NC=1C=NC(=CC1)OC1=CC=CC2=C1C(CO2)(C)C)C (1,1-dimethylethyl[(1R)-2-({6-[(3,3-dimethyl-2,3-dihydro-1-benzofuran-4-yl)oxy]-3-pyridinyl}amino)-1-methyl-2-oxoethyl]carbamate), CC1(COC2=C1C(=CC=C2)OC2=CC=C(C=N2)NC(=O)[C@@H](CC)NC(OC(C)(C)C)=O)C (1,1-dimethylethyl {(1R)-1-[({6-[(3,3-dimethyl-2,3-dihydro-1-benzofuran-4-yl)oxy]-3-pyridinyl}amino)carbonyl]propyl}carbamate). The product is N[C@@H](C(=O)NC=1C=NC(=CC1)OC1=CC=CC2=C1C(CO2)(C)C)CC ((2R)-2-amino-N-{6-[(3,3-dimethyl-2,3-dihydro-1-benzofuran-4-yl)oxy]-3-pyridinyl}butanamide). RXN SMILES: CC(N([C@H](C)C(NC1C=NC(OC2C3C(C)(C)COC=3C=CC=2)=CC=1)=O)C(=O)[O-])(C)C.[CH3:32][C:33]1([CH3:63])[C:37]2[C:38]([O:42][C:43]3[N:48]=[CH:47][C:46]([NH:49][C:50]([C@H:52]([NH:55]C(=O)OC(C)(C)C)[CH2:53][CH3:54])=[O:51])=[CH:45][CH:44]=3)=[CH:39][CH:40]=[CH:41][C:36]=2[O:35][CH2:34]1>>[NH2:55][C@H:52]([CH2:53][CH3:54])[C:50]([NH:49][C:46]1[CH:47]=[N:48][C:43]([O:42][C:38]2[C:37]3[C:33]([CH3:32])([CH3:63])[CH2:34][O:35][C:36]=3[CH:41]=[CH:40][CH:39]=2)=[CH:44][CH:45]=1)=[O:51]. Procedure: The title compound was made in a similar fashion to the preparation of Intermediate 61 replacing 1,1-dimethylethyl[(1R)-2-({6-[(3,3-dimethyl-2,3-dihydro-1-benzofuran-4-yl)oxy]-3-pyridinyl}amino)-1-methyl-2-oxoethyl]carbamate with 1,1-dimethylethyl {(1R)-1-[({6-[(3,3-dimethyl-2,3-dihydro-1-benzofuran-4-yl)oxy]-3-pyridinyl}amino)carbonyl]propyl}carbamate Starting materials: COC(=O)C(CNC(=O)OC(C)(C)C)c1ccc(Cl)c(Cl)c1, [Li+], C1CCOC1, [OH-], O. Product: CC(C)(C)OC(=O)NCC(C(=O)O)c1ccc(Cl)c(Cl)c1. RXN SMILES: [CH3:1][O:2][C:3]([CH:4]([CH2:5][NH:6][C:7](=[O:8])[O:9][C:10]([CH3:11])([CH3:12])[CH3:13])[c:14]1[cH:15][c:16]([Cl:21])[c:17]([Cl:20])[cH:18][cH:19]1)=[O:22].[Li+:23].[O:26]1[CH2:27][CH2:28][CH2:29][CH2:30]1.[OH-:24].[OH2:25]>>[O:2]=[C:3]([CH:4]([CH2:5][NH:6][C:7](=[O:8])[O:9][C:10]([CH3:11])([CH3:12])[CH3:13])[c:14]1[cH:15][c:16]([Cl:21])[c:17]([Cl:20])[cH:18][cH:19]1)[OH:22]. Reactants: O=C([O-])[O-], CCO, CC1(C)OB(c2cccc([N+](=O)[O-])c2)OC1(C)C, Cc1ccccc1, Cc1ccc(C(=O)Nc2cccc(C(F)(F)F)c2)cc1I, [K+], [K+], O, c1ccc(P(c2ccccc2)(c2ccccc2)[Pd](P(c2ccccc2)(c2ccccc2)c2ccccc2)(P(c2ccccc2)(c2ccccc2)c2ccccc2)P(c2ccccc2)(c2ccccc2)c2ccccc2)cc1. Yields the product Cc1ccc(C(=O)Nc2cccc(C(F)(F)F)c2)cc1-c1cccc([N+](=O)[O-])c1. RXN SMILES: [C:40](=[O:41])([O-:42])[O-:43].[CH3:131][CH2:132][OH:133].[CH3:1][C:2]1([CH3:3])[C:4]([CH3:5])([CH3:6])[O:7][B:8]([c:9]2[cH:10][c:11]([N+:15](=[O:16])[O-:17])[cH:12][cH:13][cH:14]2)[O:18]1.[CH3:46][c:47]1[cH:48][cH:49][cH:50][cH:51][cH:52]1.[I:19][c:20]1[cH:21][c:22]([C:23](=[O:24])[NH:25][c:26]2[cH:27][c:28]([C:32]([F:33])([F:34])[F:35])[cH:29][cH:30][cH:31]2)[cH:36][cH:37][c:38]1[CH3:39].[K+:44].[K+:45].[OH2:130].[cH:53]1[cH:54][cH:55][c:56]([P:57]([Pd:58]([P:59]([c:60]2[cH:61][cH:62][cH:63][cH:64][cH:65]2)([c:66]2[cH:67][cH:68][cH:69][cH:70][cH:71]2)[c:72]2[cH:73][cH:74][cH:75][cH:76][cH:77]2)([P:78]([c:79]2[cH:80][cH:81][cH:82][cH:83][cH:84]2)([c:85]2[cH:86][cH:87][cH:88][cH:89][cH:90]2)[c:91]2[cH:92][cH:93][cH:94][cH:95][cH:96]2)[P:97]([c:98]2[cH:99][cH:100][cH:101][cH:102][cH:103]2)([c:104]2[cH:105][cH:106][cH:107][cH:108][cH:109]2)[c:110]2[cH:111][cH:112][cH:113][cH:114][cH:115]2)([c:116]2[cH:117][cH:118][cH:119][cH:120][cH:121]2)[c:122]2[cH:123][cH:124][cH:125][cH:126][cH:127]2)[cH:128][cH:129]1>>[c:9]1(-[c:20]2[cH:21][c:22]([C:23](=[O:24])[NH:25][c:26]3[cH:27][c:28]([C:32]([F:33])([F:34])[F:35])[cH:29][cH:30][cH:31]3)[cH:36][cH:37][c:38]2[CH3:39])[cH:10][c:11]([N+:15](=[O:16])[O-:17])[cH:12][cH:13][cH:14]1. The reactants are CO, CC(c1ccccc1)c1nc(-c2ccc([N+](=O)[O-])cc2)cs1. Product: CC(c1ccccc1)c1nc(-c2ccc(N)cc2)cs1. As a reaction SMILES: [CH3:23][OH:24].[N+:1]([O-:2])(=[O:3])[c:4]1[cH:5][cH:6][c:7](-[c:10]2[n:11][c:12]([CH:15]([CH3:16])[c:17]3[cH:18][cH:19][cH:20][cH:21][cH:22]3)[s:13][cH:14]2)[cH:8][cH:9]1>>[NH2:1][c:4]1[cH:5][cH:6][c:7](-[c:10]2[n:11][c:12]([CH:15]([CH3:16])[c:17]3[cH:18][cH:19][cH:20][cH:21][cH:22]3)[s:13][cH:14]2)[cH:8][cH:9]1. Starting materials: NC1=C2C(=NC=N1)N(N=C2C2=CC=C(C=C2)NC(C2=CC=C(C=C2)C(F)(F)F)=O)C2CN(CCC2)C(CC#N)=O (N-(4-[4-amino-1-[1-(2-cyanoacetyl)-piperidin-3-yl]-1H-pyrazolo[3,4-d]pyrimidin-3-yl]phenyl)-4-(trifluoromethyl)benzamide), CC(C=O)(C)C (2,2-dimethylpropanal), N1CCCCC1 (piperidine). Solvent: CO (methanol). Run at temperature 30 celsius, time 24 hour. Yields the product NC1=C2C(=NC=N1)N(N=C2C2=CC=C(C=C2)NC(C2=CC=C(C=C2)C(F)(F)F)=O)C2CN(CCC2)C(C(=CC(C)(C)C)C#N)=O (N-[4-(4-amino-1-[1-[2-cyano-2-(2,2-dimethylpropylidene)acetyl]piperidin-3-yl]-1H-pyrazolo[3,4-d]pyrimidin-3-yl)phenyl]-4-(trifluoromethyl)benzamide). The yield is 27.0%. RXN SMILES: [NH2:1][C:2]1[N:7]=[CH:6][N:5]=[C:4]2[N:8]([CH:30]3[CH2:35][CH2:34][CH2:33][N:32]([C:36](=[O:40])[CH2:37][C:38]#[N:39])[CH2:31]3)[N:9]=[C:10]([C:11]3[CH:16]=[CH:15][C:14]([NH:17][C:18](=[O:29])[C:19]4[CH:24]=[CH:23][C:22]([C:25]([F:28])([F:27])[F:26])=[CH:21][CH:20]=4)=[CH:13][CH:12]=3)[C:3]=12.[CH3:41][C:42]([CH3:46])([CH3:45])[CH:43]=O.N1CCCCC1>CO>[NH2:1][C:2]1[N:7]=[CH:6][N:5]=[C:4]2[N:8]([CH:30]3[CH2:35][CH2:34][CH2:33][N:32]([C:36](=[O:40])[C:37]([C:38]#[N:39])=[CH:41][C:42]([CH3:46])([CH3:45])[CH3:43])[CH2:31]3)[N:9]=[C:10]([C:11]3[CH:12]=[CH:13][C:14]([NH:17][C:18](=[O:29])[C:19]4[CH:20]=[CH:21][C:22]([C:25]([F:28])([F:27])[F:26])=[CH:23][CH:24]=4)=[CH:15][CH:16]=3)[C:3]=12. Procedure details: Into a 50-mL round-bottom flask, was placed N-(4-[4-amino-1-[1-(2-cyanoacetyl)-piperidin-3-yl]-1H-pyrazolo[3,4-d]pyrimidin-3-yl]phenyl)-4-(trifluoromethyl)benzamide (130 mg, 0.24 mmol, 1.00 equiv), 2,2-dimethylpropanal (2 mL), piperidine (1 mL), and methanol (30 mL). The resulting solution was stirred for 24 h at 30° C. in an oil bath. The resulting mixture was concentrated under vacuum and residue was loaded onto a silica gel column and eluted with dichloromethane/methanol (50/1 to give 40 mg (...